describe an organic reaction: reactants, conditions, products, and yield From a dataset of the Open Reaction Database (ORD), a public repository of structured organic reaction records. Starting materials: NC=1C(=CC2=C(N=C(N=C2)NCCCN(CC)CC)N1)C1=C(C=CC=C1Cl)Cl (7-amino-6-(2,6-dichlorophenyl)-2-(3-diethylamino-propylamino)-pyrido[2,3-d]pyrimidine), [H-].[Na+] (sodium hydride), C([O-])(O)=O.[Na+] (sodium bicarbonate), FC(S(=O)(=O)O[Si](C)(C)C)(F)F (Trimethylsilyl trifluoromethanesulfonate), NC=1C(=CC2=C(N=C(N=C2)NCCCN(CC)CC)N1)C1=C(C=CC=C1Cl)Cl (7-amino-6-(2,6-dichlorophenyl)-2-(3-diethylamino-propylamino)-pyrido[2,3-d]pyrimidine), CC(C)(C)OC(N)=O (carbamic acid-1,1-dimethylethyl ester), C(C)(C)(C)OC(=O)N(C(SCC)=NC(=O)OC(C)(C)C)CC (N,N'-Bis(tert-butoxycarbonyl)-N-(ethyl)-S-(ethyl)isothiourea), N1=C(C=CC=C1C)C (2.6-lutidine). Run in ClCCl (dichloromethane), CN(C)C=O (DMF), ClCCl (dichloromethane). Conditions: time 0.5 hour. The product is ClC1=C(C(=CC=C1)Cl)C1=CC2=C(N=C(N=C2)NCCCN(CC)CC)N=C1NC(=NCC)N (6-(2,6-Dichlorophenyl)-2-(3-diethylamino-propyl-amino)-pyrido[2,3-d]pyrimidin-7-yl-N"-ethyl-guanidine). Yield: 14.3%. RXN SMILES: [NH2:1][C:2]1[C:3]([C:21]2[C:26]([Cl:27])=[CH:25][CH:24]=[CH:23][C:22]=2[Cl:28])=[CH:4][C:5]2[CH:10]=[N:9][C:8]([NH:11][CH2:12][CH2:13][CH2:14][N:15]([CH2:18][CH3:19])[CH2:16][CH3:17])=[N:7][C:6]=2[N:20]=1.[H-].[Na+].C(OC([N:38]([CH2:51][CH3:52])[C:39](=[N:43]C(OC(C)(C)C)=O)SCC)=O)(C)(C)C.CC(OC(=O)N)(C)C.N1C(C)=CC=CC=1C.FC(F)(F)S(O[Si](C)(C)C)(=O)=O.C(=O)(O)[O-].[Na+]>CN(C=O)C.ClCCl>[Cl:28][C:22]1[CH:23]=[CH:24][CH:25]=[C:26]([Cl:27])[C:21]=1[C:3]1[C:2]([NH:1][C:39]([NH2:43])=[N:38][CH2:51][CH3:52])=[N:20][C:6]2[N:7]=[C:8]([NH:11][CH2:12][CH2:13][CH2:14][N:15]([CH2:18][CH3:19])[CH2:16][CH3:17])[N:9]=[CH:10][C:5]=2[CH:4]=1 |f:1.2,7.8|. Reported procedure: To a solution of 7-amino-6-(2,6-dichlorophenyl)-2-(3-diethylamino-propylamino)-pyrido[2,3-d]pyrimidine (42 mg) from Example 20 in DMF (1 mL) was added 60% sodium hydride suspension (5 mg), and the mixture was stirred at room temperature for 0.5 hour. To the reaction mixture was added N,N'-Bis(tert-butoxycarbonyl)-N-(ethyl)-S-(ethyl)isothiourea (37 mg), and the mixture was stirred for 18 hours. The reaction mixture was diluted with dichloromethane (50 mL) and washed with water (2×15 mL). The orga... Starting materials: BrC=1SC2=C(N1)C=CC(=C2)CN2C=NC1=C2C=C(C(=C1)OC)OC (2-bromo-6-((5,6-dimethoxy-1H-benzo[d]imidazol-1-yl)methyl)benzo[d]thiazole), C1(CCCCC1)CN (cyclohexanemethylamine), CCN(C(C)C)C(C)C (DIEA). Solvent: CC(=O)N(C)C (DMA). Reaction conditions: temperature 100 celsius. Yields the product C1(CCCCC1)CNC=1SC2=C(N1)C=CC(=C2)CN2C=NC1=C2C=C(C(=C1)OC)OC (N-(cyclohexylmethyl)-6-((5,6-dimethoxy-1H-benzo[d]imidazol-1-yl)methyl)benzo[d]thiazol-2-amine). The yield is 33.1%. RXN SMILES: Br[C:2]1[S:3][C:4]2[CH:10]=[C:9]([CH2:11][N:12]3[C:16]4[CH:17]=[C:18]([O:23][CH3:24])[C:19]([O:21][CH3:22])=[CH:20][C:15]=4[N:14]=[CH:13]3)[CH:8]=[CH:7][C:5]=2[N:6]=1.[CH:25]1([CH2:31][NH2:32])[CH2:30][CH2:29][CH2:28][CH2:27][CH2:26]1.CCN(C(C)C)C(C)C>CC(N(C)C)=O>[CH:25]1([CH2:31][NH:32][C:2]2[S:3][C:4]3[CH:10]=[C:9]([CH2:11][N:12]4[C:16]5[CH:17]=[C:18]([O:23][CH3:24])[C:19]([O:21][CH3:22])=[CH:20][C:15]=5[N:14]=[CH:13]4)[CH:8]=[CH:7][C:5]=3[N:6]=2)[CH2:30][CH2:29][CH2:28][CH2:27][CH2:26]1. Procedure details: A stirred mixture of 2-bromo-6-((5,6-dimethoxy-1H-benzo[d]imidazol-1-yl)methyl)benzo[d]thiazole (70 mg, 0.173 mmol) from Example 2, cyclohexanemethylamine (39 mg, 0.346 mmol) and DIEA (67 mg, 0.519 mmol) in anhydrous DMA (1.5 mL) was heated at 100° C. for 2.5 h. After cooling to rt, the mixture was purified directly by reverse-phase HPLC using a mixture of water (5% CH3CN, 0.05% HCOOH) and CH3CN (0.05% HCOOH) as the mobile phase and Varian Pursuit XRs C-18 column as the stationary phase to affor... The reactants are NC1=C2C(C(=CN(C2=C(C(=C1F)F)F)C1CC1)C(=O)O)=O (5-amino-1-cyclopropyl-6,7,8-trifluoro-1,4-dihydro-4-oxoquinoline-3-carboxylic acid), NC1(CNCC1)C (3-amino-3-methylpyrrolidine), C1CCC2=NCCCN2CC1 (DBU). Solvent: C(C)#N (acetonitrile). Yields the product NC1=C2C(C(=CN(C2=C(C(=C1F)N1CC(CC1)(C)N)F)C1CC1)C(=O)O)=O (5-amino-7-(3-amino-3-methyl1-pyrrolidinyl)-1-cyclopropyl-6,8-difluoro-1,4-dihydro4-oxoquinoline-3-carboxylic acid). Isolated yield 60.4%. As a reaction SMILES: [NH2:1][C:2]1[C:11]([F:12])=[C:10](F)[C:9]([F:14])=[C:8]2[C:3]=1[C:4](=[O:21])[C:5]([C:18]([OH:20])=[O:19])=[CH:6][N:7]2[CH:15]1[CH2:17][CH2:16]1.[NH2:22][C:23]1([CH3:28])[CH2:27][CH2:26][NH:25][CH2:24]1.C1CCN2C(=NCCC2)CC1>C(#N)C>[NH2:1][C:2]1[C:11]([F:12])=[C:10]([N:25]2[CH2:26][CH2:27][C:23]([NH2:22])([CH3:28])[CH2:24]2)[C:9]([F:14])=[C:8]2[C:3]=1[C:4](=[O:21])[C:5]([C:18]([OH:20])=[O:19])=[CH:6][N:7]2[CH:15]1[CH2:17][CH2:16]1. Reported procedure: A mixture of 5-amino-1-cyclopropyl-6,7,8-trifluoro-1,4-dihydro-4-oxoquinoline-3-carboxylic acid (1.5 g), 3-amino-3-methylpyrrolidine (0.76 g), DBU (0.77 g), and acetonitrile (30 ml) was refluxed for 7 hours. The precipitated crystals were collected by filtration after cooling, and washed with acetonitrile. The crystals were suspended in water (50 ml) and dissolved by addition of a 10% aqueous solution of acetic acid. The solution was treated with activated carbon, and adjusted to pH 7-8 with 10%... Reactants: COC(=O)c1ccc(C(=O)O)cc1, Cc1ccccc1, Cl, CN(c1ccc2c(c1)C(C)(C)CCC2(C)C)c1ccc(C#N)cc1N, O, O=P(Cl)(Cl)Cl. Product: COC(=O)c1ccc(C2=Nc3cc(C#N)ccc3N(C)c3cc4c(cc32)C(C)(C)CCC4(C)C)cc1. As a reaction SMILES: [CH3:26][O:27][C:28]([c:29]1[cH:30][cH:31][c:32]([C:33]([OH:34])=[O:35])[cH:36][cH:37]1)=[O:38].[CH3:46][c:47]1[cH:48][cH:49][cH:50][cH:51][cH:52]1.[ClH:44].[NH2:1][c:2]1[cH:3][c:4]([C:5]#[N:6])[cH:7][cH:8][c:9]1[N:10]([c:11]1[cH:12][c:13]2[c:18]([cH:19][cH:20]1)[C:17]([CH3:21])([CH3:22])[CH2:16][CH2:15][C:14]2([CH3:23])[CH3:24])[CH3:25].[OH2:45].[P:39]([Cl:40])([Cl:41])([Cl:42])=[O:43]>>[N:1]1=[C:33]([c:32]2[cH:31][cH:30][c:29]([C:28]([O:27][CH3:26])=[O:38])[cH:37][cH:36]2)[c:20]2[c:11]([cH:12][c:13]3[c:18]([cH:19]2)[C:17]([CH3:21])([CH3:22])[CH2:16][CH2:15][C:14]3([CH3:23])[CH3:24])[N:10]([CH3:25])[c:9]2[c:2]1[cH:3][c:4]([C:5]#[N:6])[cH:7][cH:8]2. As a reaction SMILES: [Cl:1][C:2]1[CH:3]=[C:4]([CH:7]=[CH:8][C:9]=1[Cl:10])[CH2:5][NH2:6].[Cl:11][C:12]1[N:13]=[C:14](Cl)[C:15]2[C:20]([CH3:21])=[CH:19][S:18][C:16]=2[N:17]=1>>[Cl:11][C:12]1[N:13]=[C:14]([NH:6][CH2:5][C:4]2[CH:7]=[CH:8][C:9]([Cl:10])=[C:2]([Cl:1])[CH:3]=2)[C:15]2[C:20]([CH3:21])=[CH:19][S:18][C:16]=2[N:17]=1. The reactants are ClC=1C=C(CN)C=CC1Cl (3,4-dichlorobenzylamine), ClC=1N=C(C2=C(N1)SC=C2C)Cl (2,4-dichloro-5-methyl-thieno-[2,3-d]-pyrimidine). Reported procedure: Following the procedure of Example 1, the reaction of 3,4-dichlorobenzylamine with 2,4-dichloro-5-methyl-thieno-[2,3-d]-pyrimidine yields 2-chloro-5-methyl-4-(3,4-dichlorobenzylamino)-thieno-[2,3-d]-pyrimidine. The product is ClC=1N=C(C2=C(N1)SC=C2C)NCC2=CC(=C(C=C2)Cl)Cl (2-chloro-5-methyl-4-(3,4-dichlorobenzylamino)-thieno-[2,3-d]-pyrimidine). The reactants are [Li]CCCC, CCCC[Sn](Cl)(CCCC)CCCC, C1CCOC1, CCCCCC, CN(C)P(=O)(N(C)C)N(C)C, O=CNCc1ncc2sccn12, [Cl-], [NH4+]. The product is CCCC[Sn](CCCC)(CCCC)c1cn2c(CNC=O)ncc2s1. As a reaction SMILES: [CH2:19]([Li:20])[CH2:21][CH2:22][CH3:23].[CH2:24]([CH2:25][CH2:26][CH3:27])[Sn:28]([CH2:29][CH2:30][CH2:31][CH3:32])([CH2:33][CH2:34][CH2:35][CH3:36])[Cl:37].[CH2:51]1[O:52][CH2:53][CH2:54][CH2:55]1.[CH3:13][CH2:14][CH2:15][CH2:16][CH2:17][CH3:18].[CH3:40][N:41]([CH3:42])[P:43]([N:44]([CH3:45])[CH3:46])([N:47]([CH3:48])[CH3:49])=[O:50].[CH:1](=[O:2])[NH:3][CH2:4][c:5]1[n:6][cH:7][c:8]2[s:9][cH:10][cH:11][n:12]12.[Cl-:38].[NH4+:39]>>[CH:1](=[O:2])[NH:3][CH2:4][c:5]1[n:6][cH:7][c:8]2[s:9][c:10]([Sn:28]([CH2:24][CH2:25][CH2:26][CH3:27])([CH2:29][CH2:30][CH2:31][CH3:32])[CH2:33][CH2:34][CH2:35][CH3:36])[cH:11][n:12]12.